Task: describe an organic reaction: reactants, conditions, products, and yield. Dataset: the Open Reaction Database (ORD), a public repository of structured organic reaction records Starting materials: C1(CCCC1)OC=1C=C(C=CC1OC)C1(CCC2(CC1)OCCO2)C#CC2=CC=C(C=C2)[N+](=O)[O-] (4-(3-cyclopentyloxy-4-methoxyphenyl)-1,1-(ethylenedioxy)-4-(4-nitrophenylethynyl)cyclohexane), O (water), O (water), [OH-].[NH4+] (ammonium hydroxide), C([O-])([O-])=O.[Na+].[Na+] (sodium carbonate). The reagents and catalysts are [Cl-].[Cl-].[Cl-].[Ti+3] (titanium trichloride). The solvent is CO (methanol), C(C)(=O)O (acetic acid), CO (methanol), ClCCl (dichloromethane). Run at time 1.5 hour. Product: C1(CCCC1)OC=1C=C(C=CC1OC)C1(CCC(CC1)=O)C#CC1=CC=C(C=C1)N (4-(3-cyclopentyloxy-4-methoxyphenyl)-4-(4-aminophenylethynyl)cyclohexan-1-one). RXN SMILES: [CH:1]1([O:6][C:7]2[CH:8]=[C:9]([C:15]3([C:25]#[C:26][C:27]4[CH:32]=[CH:31][C:30]([N+:33]([O-])=O)=[CH:29][CH:28]=4)[CH2:20][CH2:19][C:18]4(OCC[O:21]4)[CH2:17][CH2:16]3)[CH:10]=[CH:11][C:12]=2[O:13][CH3:14])[CH2:5][CH2:4][CH2:3][CH2:2]1.O.[OH-].[NH4+].C(=O)([O-])[O-].[Na+].[Na+]>CO.C(O)(=O)C.[Cl-].[Cl-].[Cl-].[Ti+3].ClCCl>[CH:1]1([O:6][C:7]2[CH:8]=[C:9]([C:15]3([C:25]#[C:26][C:27]4[CH:28]=[CH:29][C:30]([NH2:33])=[CH:31][CH:32]=4)[CH2:16][CH2:17][C:18](=[O:21])[CH2:19][CH2:20]3)[CH:10]=[CH:11][C:12]=2[O:13][CH3:14])[CH2:2][CH2:3][CH2:4][CH2:5]1 |f:2.3,4.5.6,9.10.11.12|. Procedure details: To 4-(3-cyclopentyloxy-4-methoxyphenyl)-1,1-(ethylenedioxy)-4-(4-nitrophenylethynyl)cyclohexane (0.19 g, 0.40 mmol) in methanol (1 mL), acetic acid (1.2 mL), and water (1.2 mL) under an argon atmosphere was added titanium trichloride (0.3 g, 2 mmol). After stiring for 1.5 h at room temperature, water (1.2 mL) and ammonium hydroxide (2.5 mL) were added. After stirring an additional 1 h, methanol (17.5 mL), 5% sodium carbonate (17.5 mL) and dichloromethane (35 mL) were added, and stirring was cont... The product is BrCCC1=CC=CC=2C3=CC=CC=C3CC12 (1-bromo-2-(fluorenyl)ethane). Reactants: C1=CC=CC=2C3=CC=CC=C3CC12 (fluorene), BrC(C)Br (dibromoethane), [NH4+].[Cl-] (NH4Cl), C(CCC)[Li] (butyl lithium). Procedure details: In this reaction, 8.3 g (0.05 m) of fluorene was dissolved in 150 ml of tetrahydrofuran. Then 31.8 ml (0.05 m) of butyl lithium (1.6 molar in hexane) was added dropwise to this solution. After one hour, this solution was added gradually to a stirred solution of 9 ml (0.1 m) of dibromoethane in 300 ml of pentane within 2 hours. Then the reaction mixture was treated with 50 ml of an aqueous NH4Cl solution, and then washed with 50 ml of water. The organic phase was dried over Na2SO4. Then the solve... RXN SMILES: [CH:1]1[C:13]2[CH2:12][C:11]3[C:6](=[CH:7][CH:8]=[CH:9][CH:10]=3)[C:5]=2[CH:4]=[CH:3][CH:2]=1.C([Li])CCC.[Br:19][CH:20](Br)[CH3:21].[NH4+].[Cl-]>O1CCCC1.CCCCC>[Br:19][CH2:20][CH2:21][C:1]1[C:13]2[CH2:12][C:11]3[C:6](=[CH:7][CH:8]=[CH:9][CH:10]=3)[C:5]=2[CH:4]=[CH:3][CH:2]=1 |f:3.4|. Run in CCCCC (pentane), O1CCCC1 (tetrahydrofuran). Reaction conditions: time 1 hour. The reactants are ClC=1C=C(N)C=CC1F (3-chloro-4-fluoroaniline), Cl.ClCCNCCCl (bis-(2-chloroethyl)amine hydrochloride). RXN SMILES: [Cl:1][C:2]1[CH:3]=[C:4]([CH:6]=[CH:7][C:8]=1[F:9])[NH2:5].Cl.Cl[CH2:12][CH2:13][NH:14][CH2:15][CH2:16]Cl>C1(C)C(C)=CC=CC=1>[Cl:1][C:2]1[CH:3]=[C:4]([N:5]2[CH2:16][CH2:15][NH:14][CH2:13][CH2:12]2)[CH:6]=[CH:7][C:8]=1[F:9] |f:1.2|. The solvent is C=1(C(=CC=CC1)C)C (xylene). The product is ClC=1C=C(C=CC1F)N1CCNCC1 (N-(3-chloro-4-fluorophenyl)piperazine). Procedure: A xylene (20 ml.) solution of 3-chloro-4-fluoroaniline (5.0 g., 34.3 mmol) and bis-(2-chloroethyl)amine hydrochloride (6.13 g., 34.3 mmol) is heated to reflux for 64 hrs. The mixture is extracted with warm water and the aqueous phase then extracted with methylene chloride. The aqueous phase is made basic with 50% sodium hydroxide and extracted with methylene chloride which is dried over potassium carbonate and concentrated under reduced pressure. Residual material is distilled and the fraction h... The reactants are Cl, O=S(=O)(O)O, O=S(=O)(O)c1ccccc1. Yields the product O=S(=O)(Cl)c1ccccc1. As a reaction SMILES: [ClH:16].[S:11](=[O:12])(=[O:13])([OH:14])[OH:15].[c:1]1([S:7](=[O:8])(=[O:9])[OH:10])[cH:2][cH:3][cH:4][cH:5][cH:6]1>>[c:1]1([S:7](=[O:8])(=[O:10])[Cl:16])[cH:2][cH:3][cH:4][cH:5][cH:6]1. Reactants: O.[OH-].[Li+] (Lithium hydroxide mono hydrate), C(C)(C)(C)OC(=O)NC1CCN(CC1)C1=CC=C(C=C1)NC1=NC=C(C(=N1)CCC1=C(C=CC=C1)CC(=O)OC)C(F)(F)F (methyl 2-(2-(2-(2-((4-(4-((tert-butoxycarbonyl)amino)piperidin-1-yl)phenyl)amino)-5-(trifluoromethyl)pyrimidin-4-yl)ethyl)phenyl)acetate), ON1N=NC2=C1C=CC=C2 (1-hydroxybenzotriazole), CCN=C=NCCCN(C)C.Cl (EDCl), C(C)(C)N(C(C)C)CC (N,N-diisopropylethylamine), C([O-])([O-])=O.[NH4+].[NH4+] (Ammonium carbonate). Solvent: CC(=O)C (acetone), C1CCOC1 (THF), C1CCOC1 (THF), CO (MeOH), O (water), CN(C)C=O (DMF). Reaction conditions: time 16 hour. Yields the product C(C)(C)(C)OC(NC1CCN(CC1)C1=CC=C(C=C1)NC1=NC=C(C(=N1)CCC1=C(C=CC=C1)CC(=O)N)C(F)(F)F)=O (tert-Butyl(1-(4-((4-(2-(2-amino-2-oxoethyl)phenethyl)-5-(trifluoromethyl)pyrimidin-2-yl)amino)phenyl)piperidin-4-yl)carbamate). As a reaction SMILES: O.[OH-].[Li+].[C:4]([O:8][C:9]([NH:11][CH:12]1[CH2:17][CH2:16][N:15]([C:18]2[CH:23]=[CH:22][C:21]([NH:24][C:25]3[N:30]=[C:29]([CH2:31][CH2:32][C:33]4[CH:38]=[CH:37][CH:36]=[CH:35][C:34]=4[CH2:39][C:40]([O:42]C)=O)[C:28]([C:44]([F:47])([F:46])[F:45])=[CH:27][N:26]=3)=[CH:20][CH:19]=2)[CH2:14][CH2:13]1)=[O:10])([CH3:7])([CH3:6])[CH3:5].O[N:49]1C2C=CC=CC=2N=N1.CCN=C=NCCCN(C)C.Cl.C(N(CC)C(C)C)(C)C.C(=O)([O-])[O-].[NH4+].[NH4+]>C1COCC1.CO.O.CC(C)=O.CN(C=O)C>[C:4]([O:8][C:9](=[O:10])[NH:11][CH:12]1[CH2:13][CH2:14][N:15]([C:18]2[CH:23]=[CH:22][C:21]([NH:24][C:25]3[N:30]=[C:29]([CH2:31][CH2:32][C:33]4[CH:38]=[CH:37][CH:36]=[CH:35][C:34]=4[CH2:39][C:40]([NH2:49])=[O:42])[C:28]([C:44]([F:45])([F:47])[F:46])=[CH:27][N:26]=3)=[CH:20][CH:19]=2)[CH2:16][CH2:17]1)([CH3:5])([CH3:7])[CH3:6] |f:0.1.2,5.6,8.9.10|. Procedure details: Lithium hydroxide mono hydrate (43.0 mg, 1.03 mmol) was added to a suspension of methyl 2-(2-(2-(2-((4-(4-((tert-butoxycarbonyl)amino)piperidin-1-yl)phenyl)amino)-5-(trifluoromethyl)pyrimidin-4-yl)ethyl)phenyl)acetate (I78) (211 mg, 0.344 mmol) in THF (10 mL), MeOH (1.0 mL) and water (1.5 mL) and the resulting mixture was stirred at room temperature for 16 hours. The organics were removed in vacuo then 2 M aqueous NaOH solution (100 mL) was added. The resulting solution was extracted with EtOAc ...